This data is from the Open Reaction Database (ORD), a public repository of structured organic reaction records. The task is: describe an organic reaction: reactants, conditions, products, and yield The reactants are FC(C(=O)O)(F)F.FC(C(=O)O)(F)F.FC(C(=O)O)(F)F.ClC=1C=NC=2NC=3C=NC=C(CCC4=C(C=CC(NC1N2)=C4)OCCC4CCNCC4)C3 (6-chloro-12-(2-piperidin-4-ylethoxy)-2,4,8,18,22-pentaazatetracyclo[14.3.1.1(3,7).1(9,13)]docosa-1(20),3(22),4,6,9(21),10,12,16,18-nonaene tris(trifluoroacetate)), CC1=C(C=NO1)C(=O)Cl (5-methylisoxazole-4-carbonyl chloride). Yields the product FC(C(=O)O)(F)F.FC(C(=O)O)(F)F.ClC=1C=NC=2NC=3C=NC=C(CCC4=C(C=CC(NC1N2)=C4)OCCC4CCN(CC4)C(=O)C=4C=NOC4C)C3 (6-Chloro-12-(2-{1-[(5-methylisoxazol-4-yl)carbonyl]piperidin-4-yl}ethoxy)-2,4,8,18,22-pentaazatetracyclo[14.3.1.1(3,7).1(9,13)]docosa-1(20),3(22),4,6,9(21),10,12,16,18-nonaene bis(trifluoroacetate)). The yield is 40.0%. Reaction SMILES: [F:1][C:2]([F:7])([F:6])[C:3]([OH:5])=[O:4].[F:8][C:9]([F:14])([F:13])[C:10]([OH:12])=[O:11].FC(F)(F)C(O)=O.[Cl:22][C:23]1[CH:24]=[N:25][C:26]2[NH:27][C:28]3[CH:29]=[N:30][CH:31]=[C:32]([CH:53]=3)[CH2:33][CH2:34][C:35]3[CH:43]=[C:39]([NH:40][C:41]=1[N:42]=2)[CH:38]=[CH:37][C:36]=3[O:44][CH2:45][CH2:46][CH:47]1[CH2:52][CH2:51][NH:50][CH2:49][CH2:48]1.[CH3:54][C:55]1[O:59][N:58]=[CH:57][C:56]=1[C:60](Cl)=[O:61]>>[F:1][C:2]([F:7])([F:6])[C:3]([OH:5])=[O:4].[F:8][C:9]([F:14])([F:13])[C:10]([OH:12])=[O:11].[Cl:22][C:23]1[CH:24]=[N:25][C:26]2[NH:27][C:28]3[CH:29]=[N:30][CH:31]=[C:32]([CH:53]=3)[CH2:33][CH2:34][C:35]3[CH:43]=[C:39]([NH:40][C:41]=1[N:42]=2)[CH:38]=[CH:37][C:36]=3[O:44][CH2:45][CH2:46][CH:47]1[CH2:48][CH2:49][N:50]([C:60]([C:56]2[CH:57]=[N:58][O:59][C:55]=2[CH3:54])=[O:61])[CH2:51][CH2:52]1 |f:0.1.2.3,5.6.7|. Procedure: The desired compound was prepared according to the procedure of Example D94 using 6-chloro-12-(2-piperidin-4-ylethoxy)-2,4,8,18,22-pentaazatetracyclo[14.3.1.1(3,7).1(9,13)]docosa-1(20),3(22),4,6,9(21),10,12,16,18-nonaene tris(trifluoroacetate) and 5-methylisoxazole-4-carbonyl chloride as the starting materials in 40% yield. LCMS for C29H31ClN7O3 (M+H)+: m/z=560.0.